From a dataset of the Open Reaction Database (ORD), a public repository of structured organic reaction records. describe an organic reaction: reactants, conditions, products, and yield The reactants are CCN=C=NCCCN(C)C, CN(C)c1ccncc1, ClCCl, NCc1ccccc1, O, O=C(O)c1ccc(Oc2ccc3c(c2)COB3O)cc1, On1nnc2ccccc21. Yields the product O=C(NCc1ccccc1)c1ccc(Oc2ccc3c(c2)COB3O)cc1. RXN SMILES: [CH3:21][CH2:22][N:23]=[C:24]=[N:25][CH2:26][CH2:27][CH2:28][N:29]([CH3:30])[CH3:31].[CH3:50][N:51]([c:52]1[cH:53][cH:54][n:55][cH:56][cH:57]1)[CH3:58].[Cl:59][CH2:60][Cl:61].[NH2:42][CH2:43][c:44]1[cH:45][cH:46][cH:47][cH:48][cH:49]1.[OH2:62].[OH:1][B:2]1[O:3][CH2:4][c:5]2[c:6]1[cH:7][cH:8][c:9]([O:11][c:12]1[cH:13][cH:14][c:15]([C:16](=[O:17])[OH:18])[cH:19][cH:20]1)[cH:10]2.[OH:32][n:33]1[c:34]2[c:35]([cH:36][cH:37][cH:38][cH:39]2)[n:40][n:41]1>>[OH:1][B:2]1[O:3][CH2:4][c:5]2[c:6]1[cH:7][cH:8][c:9]([O:11][c:12]1[cH:13][cH:14][c:15]([C:16](=[O:18])[NH:42][CH2:43][c:44]3[cH:45][cH:46][cH:47][cH:48][cH:49]3)[cH:19][cH:20]1)[cH:10]2.